This data is from the Open Reaction Database (ORD), a public repository of structured organic reaction records. The task is: describe an organic reaction: reactants, conditions, products, and yield Reactants: N[C@H](CC1=CC=C(C=C1)O)C(=O)O (D-Tyr), N[C@H](CC1=CC=C(C=C1)O)C(=O)O (D-Tyr). Solvent: C(=O)(C(F)(F)F)O.C(Cl)Cl (TFA CH2Cl2). Run at time 30 minute. Yields the product N[C@H](CC1=CC=C(C=C1)OCC1=CC=CC=C1)C(=O)O (H-D-Tyr(Bzl)). Reaction SMILES: [NH2:1][C@@H:2]([C:11]([OH:13])=[O:12])[CH2:3][C:4]1[CH:9]=[CH:8][C:7]([OH:10])=[CH:6][CH:5]=1>C(O)(C(F)(F)F)=O.C(Cl)Cl>[NH2:1][C@@H:2]([C:11]([OH:13])=[O:12])[CH2:3][C:4]1[CH:5]=[CH:6][C:7]([O:10][CH2:3][C:4]2[CH:9]=[CH:8][CH:7]=[CH:6][CH:5]=2)=[CH:8][CH:9]=1 |f:1.2|. Procedure: 7,5 g of a chloromethylated styrene-divinylbenzene copolymer (Merrifield resin, 1% cross-linked) are esterified with 1.113 g of Boc-D-Tyr(Bzl)-OH (3 mmoles) by refluxing for 45 hours in 60 ml of ethyl acetate in the presence of 0.42 ml of triethylamine. The resin is separated by filtration, washed successively with ethyl acetate, ethanol and water, and dried under vacuum at 25° C. 8.09 g of Boc-D-Tyr(Bzl)-resin are obtained having an esterification degree of 0.201 mmoles of D-Tyr/g calculated on... Starting materials: CCCCn1[se]c2ccccc2c1=S, S=c1c2ccccc2[se]n1-c1ccc2c(c1)OCO2, CCn1[se]c2ccccc2c1=S, Cc1ccccc1-n1[se]c2ccccc2c1=S, Fc1ccccc1-n1[se]c2ccccc2c1=S, S=c1c2ccccc2[se]n1Cc1ccccc1, S=c1c2ccccc2[se]n1CCCCc1ccccc1. Product: COc1cccc(-n2[se]c3ccccc3c2=S)c1. As a reaction SMILES: [CH2:103]([n:104]1[c:105](=[S:106])[c:107]2[cH:108][cH:109][cH:110][cH:111][c:112]2[se:113]1)[CH2:114][CH2:115][CH3:116].[CH2:18]1[O:19][c:20]2[cH:21][c:22](-[n:27]3[se:28][c:29]4[c:30]([c:31]3=[S:32])[cH:33][cH:34][cH:35][cH:36]4)[cH:23][cH:24][c:25]2[O:26]1.[CH2:74]([n:75]1[c:76](=[S:77])[c:78]2[cH:79][cH:80][cH:81][cH:82][c:83]2[se:84]1)[CH3:85].[CH3:86][c:87]1[cH:88][cH:89][cH:90][cH:91][c:92]1-[n:93]1[c:94](=[S:95])[c:96]2[cH:97][cH:98][cH:99][cH:100][c:101]2[se:102]1.[F:1][c:2]1[cH:3][cH:4][cH:5][cH:6][c:7]1-[n:8]1[c:9](=[S:10])[c:11]2[cH:12][cH:13][cH:14][cH:15][c:16]2[se:17]1.[c:37]1([CH2:38][n:39]2[c:40](=[S:41])[c:42]3[cH:43][cH:44][cH:45][cH:46][c:47]3[se:48]2)[cH:49][cH:50][cH:51][cH:52][cH:53]1.[c:54]1([CH2:55][CH2:56][CH2:57][CH2:58][n:59]2[c:60](=[S:61])[c:62]3[cH:63][cH:64][cH:65][cH:66][c:67]3[se:68]2)[cH:69][cH:70][cH:71][cH:72][cH:73]1>>[CH3:18][O:19][c:20]1[cH:21][c:22](-[n:27]2[se:28][c:29]3[c:30]([c:31]2=[S:32])[cH:33][cH:34][cH:35][cH:36]3)[cH:23][cH:24][cH:25]1.